Dataset: the Open Reaction Database (ORD), a public repository of structured organic reaction records. Task: describe an organic reaction: reactants, conditions, products, and yield Starting materials: O1CCOC12CCN(CC2)CC=2C=CN1N=CN=C(C12)NC=1C=C2C=NN(C2=CC1)CC1=CC(=CC=C1)F ([5-(1,4-dioxa-8-aza-spiro[4.5]dec-8-ylmethyl)-pyrrolo[2,1-f][1,2,4]triazin-4-yl]-[1-(3-fluoro-benzyl)-1H-indazol-5-yl]-amine). Reagents/catalysts: Cl (HCl). Solvent: C1CCOC1 (THF), Cl (HCl), C(Cl)Cl (DCM), C(=O)(O)[O-].[Na+] (NaHCO3). Conditions: time 7 day. The product is FC=1C=C(CN2N=CC3=CC(=CC=C23)NC2=NC=NN3C2=C(C=C3)CN3CCC(CC3)=O)C=CC1 (1-{4-[1-(3-Fluoro-benzyl)-1H-indazol-5-ylamino]-pyrrolo[2,1-f][1,2,4]triazin-5-ylmethyl}-piperidin-4-one). Yield: 38.5%. RXN SMILES: O1[C:5]2([CH2:10][CH2:9][N:8]([CH2:11][C:12]3[CH:13]=[CH:14][N:15]4[C:20]=3[C:19]([NH:21][C:22]3[CH:23]=[C:24]5[C:28](=[CH:29][CH:30]=3)[N:27]([CH2:31][C:32]3[CH:37]=[CH:36][CH:35]=[C:34]([F:38])[CH:33]=3)[N:26]=[CH:25]5)=[N:18][CH:17]=[N:16]4)[CH2:7][CH2:6]2)[O:4]CC1>C1COCC1.Cl.C(Cl)Cl.C([O-])(O)=O.[Na+]>[F:38][C:34]1[CH:33]=[C:32]([CH:37]=[CH:36][CH:35]=1)[CH2:31][N:27]1[C:28]2[C:24](=[CH:23][C:22]([NH:21][C:19]3[C:20]4=[C:12]([CH2:11][N:8]5[CH2:7][CH2:6][C:5](=[O:4])[CH2:10][CH2:9]5)[CH:13]=[CH:14][N:15]4[N:16]=[CH:17][N:18]=3)=[CH:30][CH:29]=2)[CH:25]=[N:26]1 |f:4.5|. Procedure details: A solution of [5-(1,4-dioxa-8-aza-spiro[4.5]dec-8-ylmethyl)-pyrrolo[2,1-f][1,2,4]triazin-4-yl]-[1-(3-fluoro-benzyl)-1H-indazol-5-yl]-amine (54 mg, 0.105 mmole) in a mixture of THF (1 mL) and 1 N aq. HCl (1 mL) containing 16 drops of conc. HCl was left stirring a RT for 7 days. The reaction was diluted with DCM and neutralized with sat. aq. NaHCO3 solution. After drying (Na2SO4), the solvent was removed to leave the title compound as an oil (19 mg, 39%). MS: 488 (M+H2O+H)+; HPLC Ret Time: 2.35 mi...